This data is from the Open Reaction Database (ORD), a public repository of structured organic reaction records. The task is: describe an organic reaction: reactants, conditions, products, and yield Reactants: ClC=1C(=NC=C(C1)C(F)(F)F)OC1=CC(=C(C=C1)[N+](=O)[O-])[N+](=O)[O-] (4-(3-chloro-5-trifluoromethyl-2-pyridyloxy)-1,2-dinitrobenzene), Cl.CON (methoxyamine hydrochloride). Product: [N+](=O)([O-])C1=C(C=C(C=C1)OC1=NC=C(C=C1Cl)C(F)(F)F)CON (N-[2-nitro-5-(3-chloro-5-trifluoromethyl-2-pyridyloxy)phenyl]methoxyamine), XV. As a reaction SMILES: [Cl:1][C:2]1[C:3]([O:12][C:13]2[CH:18]=[CH:17][C:16]([N+:19]([O-:21])=[O:20])=[C:15]([N+]([O-])=O)[CH:14]=2)=[N:4][CH:5]=[C:6]([C:8]([F:11])([F:10])[F:9])[CH:7]=1.Cl.[CH3:26][O:27][NH2:28]>>[N+:19]([C:16]1[CH:17]=[CH:18][C:13]([O:12][C:3]2[C:2]([Cl:1])=[CH:7][C:6]([C:8]([F:10])([F:11])[F:9])=[CH:5][N:4]=2)=[CH:14][C:15]=1[CH2:26][O:27][NH2:28])([O-:21])=[O:20] |f:1.2|. Procedure: Following the procedure of Example 29, 4-(3-chloro-5-trifluoromethyl-2-pyridyloxy)-1,2-dinitrobenzene and methoxyamine hydrochloride are reacted together to give N-[2-nitro-5-(3-chloro-5-trifluoromethyl-2-pyridyloxy)phenyl]methoxyamine (XV; R'=H). ##STR29## The reactants are [BH4-], CCO, [Na+], c1ccc(CN2CCC(=Nc3cccnc3)CC2)cc1. The product is c1ccc(CN2CCC(Nc3cccnc3)CC2)cc1. As a reaction SMILES: [BH4-:21].[CH3:23][CH2:24][OH:25].[Na+:22].[c:1]1([CH2:7][N:8]2[CH2:9][CH2:10][C:11](=[N:14][c:15]3[cH:16][n:17][cH:18][cH:19][cH:20]3)[CH2:12][CH2:13]2)[cH:2][cH:3][cH:4][cH:5][cH:6]1>>[c:1]1([CH2:7][N:8]2[CH2:9][CH2:10][CH:11]([NH:14][c:15]3[cH:16][n:17][cH:18][cH:19][cH:20]3)[CH2:12][CH2:13]2)[cH:2][cH:3][cH:4][cH:5][cH:6]1.